This data is from the Open Reaction Database (ORD), a public repository of structured organic reaction records. The task is: describe an organic reaction: reactants, conditions, products, and yield The reactants are CCOC(=O)C.CCCCCC (EtOAc hexane), ( 10 ), C[N+]#[C-] (methyl isocyanide), C(CCC)[Li] (n-butyllithium), C(C)OC(C(=O)OCC)OCC (ethyl diethoxyacetate). The solvent is C1CCOC1 (THF), C1CCOC1 (THF). Conditions: temperature -78 celsius, time 20 minute. Product: SiO2, C(C)OC(C1=CN=CO1)OCC (5-((Diethoxy)methyl)oxazole). Yield: 62.1%. As a reaction SMILES: [CH3:1][N+:2]#[C-:3].C([Li])CCC.[CH2:9]([O:11][CH:12]([O:18][CH2:19][CH3:20])[C:13](OCC)=[O:14])[CH3:10].CCOC(C)=O.CCCCCC>C1COCC1>[CH2:9]([O:11][CH:12]([O:18][CH2:19][CH3:20])[C:13]1[O:14][CH:1]=[N:2][CH:3]=1)[CH3:10] |f:3.4|. Procedure details: Prepared according to the procedure of Schollkopf (J. Am. Chem. Soc. 112 (10) 4070 (1990)). To a solution of methyl isocyanide (2.88 g, 0.0702 mol) in THF (50 mL) under argon at -78° C. was added dropwise n-butyllithium solution (1.6M in hexanes, 44 mL) over 15 mins. After stirring for an additional 20 mins at -78° C., a solution of ethyl diethoxyacetate (12.62 g, 0.0702 mol) in THF (15 mL) was added dropwise over 20 mins. The bath was allowed to warm to -30° C. over the next 2 hrs and the react... Reactants: B, O=C([O-])[O-], CC1CN(Cc2ccccc2)CC1C(=O)NC1CC1, Cc1ccccc1, [Na+], [Na+], COS(=O)(=O)OC. Yields the product CC1CN(Cc2ccccc2)CC1CNC1CC1. As a reaction SMILES: [BH3:27].[C:28](=[O:29])([O-:30])[O-:31].[CH2:1]([c:2]1[cH:3][cH:4][cH:5][cH:6][cH:7]1)[N:8]1[CH2:9][CH:10]([C:14](=[O:15])[NH:16][CH:17]2[CH2:18][CH2:19]2)[CH:11]([CH3:13])[CH2:12]1.[CH3:34][c:35]1[cH:36][cH:37][cH:38][cH:39][cH:40]1.[Na+:32].[Na+:33].[S:20]([O:21][CH3:22])([O:23][CH3:24])(=[O:25])=[O:26]>>[CH2:1]([c:2]1[cH:3][cH:4][cH:5][cH:6][cH:7]1)[N:8]1[CH2:9][CH:10]([CH2:14][NH:16][CH:17]2[CH2:18][CH2:19]2)[CH:11]([CH3:13])[CH2:12]1. The reactants are S(O)(O)(=O)=O (sulfuric acid), COC1=CC(C=C(C1(OC)OC)OC)(C)OC (1,3,5,6,6-pentamethoxy-3-methyl-1,4-cyclohexadiene), C(O)([O-])=O.[Na+] (sodium hydrogen carbonate). Solvent: C(Cl)(Cl)Cl (chloroform). Run at time 1 hour. The product is COC1=CC(C=C(C1(OC)OC)OC)=C (1,5,6,6-tetramethoxy-3-methylidene-1,4-cyclohexadiene). Yield: 92.9%. Reaction SMILES: S(=O)(=O)(O)O.[CH3:6][O:7][C:8]1[C:13]([O:16][CH3:17])([O:14][CH3:15])[C:12]([O:18][CH3:19])=[CH:11][C:10](OC)([CH3:20])[CH:9]=1.C(=O)([O-])O.[Na+]>C(Cl)(Cl)Cl>[CH3:19][O:18][C:12]1[C:13]([O:14][CH3:15])([O:16][CH3:17])[C:8]([O:7][CH3:6])=[CH:9][C:10](=[CH2:20])[CH:11]=1 |f:2.3|. Reported procedure: A 6 mg quantity of concentrated sulfuric acid was added to a solution of 244 mg of 1,3,5,6,6-pentamethoxy-3-methyl-1,4-cyclohexadiene and 10 ml of chloroform. Then the mixture was stirred at room temperature for 1 hour. Thereafter the reaction mixture was neutralized by adding sodium hydrogen carbonate and filtered. The filtrate was concentrated at reduced pressure. The residue was extracted with dichloromethane, the solvent was removed at reduced pressure and the residue was concentrated, recov... Reactants: BrC(C=1C=C(C(=NC1)C(=O)OC)C(=O)OC)Br (dimethyl 5-dibromomethylpyridine-2,3-dicarboxylate), C(C)(=O)OCC (ethyl acetate). Reagents/catalysts: [N+](=O)([O-])[O-].[Ag+] (silver nitrate). Solvent: O1CCOCC1 (dioxane), O (water), hexanes. The product is C(=O)C=1C=C(C(=NC1)C(=O)OC)C(=O)OC (Dimethyl 5 formylpyridine-2,3 dicarboxylate). Yield: 85.0%. RXN SMILES: Br[CH:2](Br)[C:3]1[CH:4]=[C:5]([C:13]([O:15][CH3:16])=[O:14])[C:6]([C:9]([O:11][CH3:12])=[O:10])=[N:7][CH:8]=1.C(OCC)(=[O:20])C>O1CCOCC1.O.[N+]([O-])([O-])=O.[Ag+]>[CH:2]([C:3]1[CH:4]=[C:5]([C:13]([O:15][CH3:16])=[O:14])[C:6]([C:9]([O:11][CH3:12])=[O:10])=[N:7][CH:8]=1)=[O:20] |f:4.5|. Procedure: To a solution of dimethyl 5-dibromomethylpyridine-2,3-dicarboxylate (8.32 g, 0.0227 mol) in dioxane (60 mL) and water (20 mL) is added silver nitrate (7.85 g, 0.0476 mol). The resulting slurry is heated at reflux for 3 hours. The reaction mixture is cooled to room temperature, filtered through a pad of diatomaceous earth and the diatomaceous earth is rinsed with tetrahydrofuran. The filtrate is concentrated in vacuo to remove the dioxane and tetrahydrofuran. The resultant aqueous solution is mad... Reactants: CO, CC(C)C1(C(=O)OCc2ccccc2)CCC(=O)C1. The product is CC(C)C1(C(=O)O)CCC(=O)C1. Reaction SMILES: [CH3:20][OH:21].[CH:1]([CH3:2])([CH3:3])[C:4]1([C:10](=[O:11])[O:12][CH2:13][c:14]2[cH:15][cH:16][cH:17][cH:18][cH:19]2)[CH2:5][C:6](=[O:9])[CH2:7][CH2:8]1>>[CH:1]([CH3:2])([CH3:3])[C:4]1([C:10](=[O:11])[OH:12])[CH2:5][C:6](=[O:9])[CH2:7][CH2:8]1. The reactants are O (Water), ClC1=C(C#N)C=C(C(=C1)F)C (2-chloro-4-fluoro-5-methylbenzonitrile), O[C@@H]1[C@@H](NCC1)C ((2S,3S)-3-hydroxy-2-methylpyrrolidine), C([O-])([O-])=O.[Li+].[Li+] (lithium carbonate). The solvent is CS(=O)C (dimethyl sulfoxide), CS(=O)C (dimethyl sulfoxide). Run at temperature 100 celsius, time 1 hour. Product: ClC1=C(C#N)C=C(C(=C1)N1[C@H]([C@H](CC1)O)C)C (2-chloro-4-[(2S,3S)-3-hydroxy-2-methylpyrrolidin-1-yl]-5-methylbenzonitrile). As a reaction SMILES: [Cl:1][C:2]1[CH:9]=[C:8](F)[C:7]([CH3:11])=[CH:6][C:3]=1[C:4]#[N:5].[OH:12][C@H:13]1[CH2:17][CH2:16][NH:15][C@H:14]1[CH3:18].C(=O)([O-])[O-].[Li+].[Li+].O>CS(C)=O>[Cl:1][C:2]1[CH:9]=[C:8]([N:15]2[CH2:16][CH2:17][C@H:13]([OH:12])[C@@H:14]2[CH3:18])[C:7]([CH3:11])=[CH:6][C:3]=1[C:4]#[N:5] |f:2.3.4|. Reported procedure: To a solution (25 mL) of 2-chloro-4-fluoro-5-methylbenzonitrile (848 mg) in dimethyl sulfoxide were added 0.9M-dimethyl sulfoxide solution (5.56 mL) of (2S,3S)-3-hydroxy-2-methylpyrrolidine and lithium carbonate (370 mg), and the mixture was stirred at 100° C. for 1 hr. Water was added and the mixture was extracted with ethyl acetate. The extract was washed with saturated brine, dried over anhydrous sodium sulfate and concentrated under reduced pressure. The residue was purified by silica gel co... Starting materials: O=C(CBr)N1CCN(C2CCCC2)CC1, O=C([O-])[O-], CC#N, [K+], [K+], CC(=O)c1ccc(N2CCNCC2)cc1. Product: CC(=O)c1ccc(N2CCN(CC(=O)N3CCN(C4CCCC4)CC3)CC2)cc1. RXN SMILES: [Br:1][CH2:2][C:3](=[O:4])[N:5]1[CH2:6][CH2:7][N:8]([CH:11]2[CH2:12][CH2:13][CH2:14][CH2:15]2)[CH2:9][CH2:10]1.[C:31](=[O:32])([O-:33])[O-:34].[CH3:37][C:38]#[N:39].[K+:35].[K+:36].[N:16]1([c:22]2[cH:23][cH:24][c:25]([C:28]([CH3:29])=[O:30])[cH:26][cH:27]2)[CH2:17][CH2:18][NH:19][CH2:20][CH2:21]1>>[CH2:2]([C:3](=[O:4])[N:5]1[CH2:6][CH2:7][N:8]([CH:11]2[CH2:12][CH2:13][CH2:14][CH2:15]2)[CH2:9][CH2:10]1)[N:19]1[CH2:18][CH2:17][N:16]([c:22]2[cH:23][cH:24][c:25]([C:28]([CH3:29])=[O:30])[cH:26][cH:27]2)[CH2:21][CH2:20]1.